This data is from the Open Reaction Database (ORD), a public repository of structured organic reaction records. The task is: describe an organic reaction: reactants, conditions, products, and yield Starting materials: O[C@@]1(C[C@@H](CCC1)C)C#CC1=NC(=C2NC=NC2=N1)NC(CC)CC (2-{2-[1-(S)-Hydroxy-3(R)-methyl-1-cyclohexyl]ethyn-1-yl}-N6-(3-pentyl)adenine), Cl.ClCC=1N=C(SC1)C (4-chloromethyl-2-methylthiazole hydrochloride), CN(C)C=O (DMF). Product: O[C@@]1(C[C@@H](CCC1)C)C#CC1=NC(=C2N=CN(C2=N1)CC1=CN=C(S1)C)NC(CC)CC (2-{2-[1(S)-Hydroxy-3(R)-methyl-1-cyclohexyl]ethyn-1-yl}-9-(2-methyl-thiazol-5-ylmethyl)-N6-(3-pentyl)adenine). Reaction SMILES: [OH:1][C@@:2]1([C:9]#[C:10][C:11]2[N:19]=[C:18]3[C:14]([NH:15][CH:16]=[N:17]3)=[C:13]([NH:20][CH:21]([CH2:24][CH3:25])[CH2:22][CH3:23])[N:12]=2)[CH2:7][CH2:6][CH2:5][C@@H:4]([CH3:8])[CH2:3]1.Cl.ClC[C:29]1[N:30]=[C:31]([CH3:34])[S:32][CH:33]=1.[CH3:35]N(C=O)C>>[OH:1][C@@:2]1([C:9]#[C:10][C:11]2[N:19]=[C:18]3[C:14]([N:15]=[CH:16][N:17]3[CH2:35][C:33]3[S:32][C:31]([CH3:34])=[N:30][CH:29]=3)=[C:13]([NH:20][CH:21]([CH2:22][CH3:23])[CH2:24][CH3:25])[N:12]=2)[CH2:7][CH2:6][CH2:5][C@@H:4]([CH3:8])[CH2:3]1 |f:1.2|. Procedure: 2-{2-[1-(S)-Hydroxy-3(R)-methyl-1-cyclohexyl]ethyn-1-yl}-N6-(3-pentyl)adenine (56 mg, 0.1640 mmol) and 4-chloromethyl-2-methylthiazole hydrochloride (127 mg, 0.6899 mmol) were stirred in DMF (8 mL) at 150° C. for 22 h. The reaction mixture was adhered to silica and purified by column chromatography, eluting with a gradient of DCM/MeOH (0–6%) to afford pure 31 as an off white solid: yield 2 mg, 3%. 1H NMR (CD3OD) δ 8.12 (s, 1H), 7.29 (s, 1H), 5.44 (s, 2H), 4.22 (m, 1H), 2.65 (s, 3H), 2.14–2.05, 1... Reactants: O=[N+]([O-])c1cnn2c(C3CCCCC3)c(-c3ccc(OCc4ccccc4)cc3)cnc12, CCOC(C)=O, Cl[Sn]Cl. The product is Nc1cnn2c(C3CCCCC3)c(-c3ccc(OCc4ccccc4)cc3)cnc12. Reaction SMILES: [CH2:1]([c:2]1[cH:3][cH:4][cH:5][cH:6][cH:7]1)[O:8][c:9]1[cH:10][cH:11][c:12](-[c:15]2[cH:16][n:17][c:18]3[n:19]([c:20]2[CH:21]2[CH2:22][CH2:23][CH2:24][CH2:25][CH2:26]2)[n:27][cH:28][c:29]3[N+:30]([O-:31])=[O:32])[cH:13][cH:14]1.[CH3:36][CH2:37][O:38][C:39](=[O:40])[CH3:41].[Sn:33]([Cl:34])[Cl:35]>>[CH2:1]([c:2]1[cH:3][cH:4][cH:5][cH:6][cH:7]1)[O:8][c:9]1[cH:10][cH:11][c:12](-[c:15]2[cH:16][n:17][c:18]3[n:19]([c:20]2[CH:21]2[CH2:22][CH2:23][CH2:24][CH2:25][CH2:26]2)[n:27][cH:28][c:29]3[NH2:30])[cH:13][cH:14]1. The reactants are BrC1=CC=C(O1)C(=O)N (5-bromofuran-2-carboxamide), C(C)(C)(C)C=1C=C2C=NN(C(C2=C(C1)F)=O)C1=C(COC(C)=O)C(=CC=C1)B1OC(C(O1)(C)C)(C)C (acetic acid 2-(6-tert-butyl-8-fluoro-1-oxo-1H-phthalazin-2-yl)-6-(4,4,5,5-tetramethyl-[1,3,2]dioxaborolan-2-yl)-benzyl ester), CC(C)C1=CC(=C(C(=C1)C(C)C)C2=C(C=CC=C2)P(C3CCCCC3)C4CCCCC4)C(C)C (X-PHOS), P(=O)([O-])([O-])[O-].[K+].[K+].[K+] (potassium phosphate). The reagents and catalysts are C=1C=CC(=CC1)/C=C/C(=O)/C=C/C2=CC=CC=C2.C=1C=CC(=CC1)/C=C/C(=O)/C=C/C2=CC=CC=C2.C=1C=CC(=CC1)/C=C/C(=O)/C=C/C2=CC=CC=C2.[Pd].[Pd] (Pd2(dba)3). The solvent is O1CCOCC1 (dioxane), O (water). Conditions: time 30 minute. The product is C(C)(C)(C)C=1C=C2C=NN(C(C2=C(C1)F)=O)C1=C(COC(C)=O)C(=CC=C1)C=1OC(=CC1)C(N)=O (acetic acid 2-(6-tert-butyl-8-fluoro-1-oxo-1H-phthalazin-2-yl)-6-(5-carbamoyl-furan-2-yl)-benzyl ester). Yield: 15.7%. RXN SMILES: Br[C:2]1[O:6][C:5]([C:7]([NH2:9])=[O:8])=[CH:4][CH:3]=1.[C:10]([C:14]1[CH:15]=[C:16]2[C:21](=[C:22]([F:24])[CH:23]=1)[C:20](=[O:25])[N:19]([C:26]1[CH:36]=[CH:35][CH:34]=[C:33](B3OC(C)(C)C(C)(C)O3)[C:27]=1[CH2:28][O:29][C:30](=[O:32])[CH3:31])[N:18]=[CH:17]2)([CH3:13])([CH3:12])[CH3:11].CC(C1C=C(C(C)C)C(C2C=CC=CC=2P(C2CCCCC2)C2CCCCC2)=C(C(C)C)C=1)C.P([O-])([O-])([O-])=O.[K+].[K+].[K+]>O1CCOCC1.O.C1C=CC(/C=C/C(/C=C/C2C=CC=CC=2)=O)=CC=1.C1C=CC(/C=C/C(/C=C/C2C=CC=CC=2)=O)=CC=1.C1C=CC(/C=C/C(/C=C/C2C=CC=CC=2)=O)=CC=1.[Pd].[Pd]>[C:10]([C:14]1[CH:15]=[C:16]2[C:21](=[C:22]([F:24])[CH:23]=1)[C:20](=[O:25])[N:19]([C:26]1[CH:36]=[CH:35][CH:34]=[C:33]([C:2]3[O:6][C:5]([C:7](=[O:8])[NH2:9])=[CH:4][CH:3]=3)[C:27]=1[CH2:28][O:29][C:30](=[O:32])[CH3:31])[N:18]=[CH:17]2)([CH3:11])([CH3:12])[CH3:13] |f:3.4.5.6,9.10.11.12.13|. Reported procedure: In a microwave flask, a suspension of 5-bromofuran-2-carboxamide (200 mg, 1.05 mmol), acetic acid 2-(6-tert-butyl-8-fluoro-1-oxo-1H-phthalazin-2-yl)-6-(4,4,5,5-tetramethyl-[1,3,2]dioxaborolan-2-yl)-benzyl ester (Intermediate-5, 1.04 g, 2.11 mmol), X-PHOS (50.2 mg, 0.105 mmol), Pd2(dba)3 (48.2 mg, 0.052 mmol) and potassium phosphate (894 mg, 4.21 mmol) in dioxane (7 ml) and water (0.7 ml) was degassed with argon for 3-5 min. The mixture was set in a microwave at 125° C. for 30 min. Water was adde...